Dataset: the Open Reaction Database (ORD), a public repository of structured organic reaction records. Task: describe an organic reaction: reactants, conditions, products, and yield Starting materials: COC(=O)CC1(C(=O)OC(C)(C)C)CCC(C)=CC(Cc2ccccc2)C1=O, ClCCl, O=C(O)C(F)(F)F. Reaction SMILES: [C:1]([O:2][C:3](=[O:4])[C:8]1([CH2:24][C:25](=[O:26])[O:27][CH3:28])[C:9](=[O:23])[CH:10]([CH2:16][c:17]2[cH:18][cH:19][cH:20][cH:21][cH:22]2)[CH:11]=[C:12]([CH3:15])[CH2:13][CH2:14]1)([CH3:5])([CH3:6])[CH3:7].[Cl:36][CH2:37][Cl:38].[OH:29][C:30]([C:31]([F:32])([F:33])[F:34])=[O:35]>>[CH:8]1([CH2:24][C:25](=[O:26])[O:27][CH3:28])[C:9](=[O:23])[CH:10]([CH2:16][c:17]2[cH:18][cH:19][cH:20][cH:21][cH:22]2)[CH:11]=[C:12]([CH3:15])[CH2:13][CH2:14]1. Product: COC(=O)CC1CCC(C)=CC(Cc2ccccc2)C1=O.